This data is from the Open Reaction Database (ORD), a public repository of structured organic reaction records. The task is: describe an organic reaction: reactants, conditions, products, and yield Starting materials: ClC1=CC=NC2=C(C=CC=C12)NC(C1=C(C=CC=C1Cl)Cl)=O (4-chloro-8-(2,6-dichlorobenzoylamino)quinoline), COCCN (2-methoxyethylamine), CN(C=O)C (dimethylformamide). Run at temperature 100 celsius. Yields the product ClC1=C(C(=O)NC=2C=CC=C3C(=CC=NC23)N(C)C)C(=CC=C1)Cl (8-(2,6-dichlorobenzoylamino)-4-dimethylaminoquinoline). As a reaction SMILES: Cl[C:2]1[C:11]2[C:6](=[C:7]([NH:12][C:13](=[O:22])[C:14]3[C:19]([Cl:20])=[CH:18][CH:17]=[CH:16][C:15]=3[Cl:21])[CH:8]=[CH:9][CH:10]=2)[N:5]=[CH:4][CH:3]=1.COCCN.[CH3:28][N:29](C)[CH:30]=O>>[Cl:21][C:15]1[CH:16]=[CH:17][CH:18]=[C:19]([Cl:20])[C:14]=1[C:13]([NH:12][C:7]1[CH:8]=[CH:9][CH:10]=[C:11]2[C:6]=1[N:5]=[CH:4][CH:3]=[C:2]2[N:29]([CH3:30])[CH3:28])=[O:22]. Procedure details: A mixture of 4-chloro-8-(2,6-dichlorobenzoylamino)quinoline (130 mg) and 2-methoxyethylamine (210 mg) in dimethylformamide (1.5 ml) was heated for 5 hours at 100° C. The mixture was concentrated in vacuo, and the residue was purified by preparative thin layer chromatography to give 8-(2,6-dichlorobenzoylamino)-4-dimethylaminoquinoline (94 mg). Reactants: NC=1C=C(C=CC1)NC(OCC1=CC=CC=C1)=O (benzyl 3-aminophenylcarbamate), 2-dimethylaminomethylene-1,3-bis(dimethylimmonio)propane bis(tetrafluoroborate). Solvent: C(C)O (ethanol). Conditions: time 8 hour. Product: C(=O)C=1C=NC2=CC(=CC=C2C1)NC(OCC1=CC=CC=C1)=O (Benzyl 3-formylquinolin-7-ylcarbamate). Yield: 197.9%. Reaction SMILES: [NH2:1][C:2]1[CH:3]=[C:4]([NH:8][C:9](=[O:18])[O:10][CH2:11][C:12]2[CH:17]=[CH:16][CH:15]=[CH:14][CH:13]=2)[CH:5]=[CH:6][CH:7]=1>C(O)C>[CH:11]([C:12]1[CH:13]=[N:1][C:2]2[C:7]([CH:17]=1)=[CH:6][CH:5]=[C:4]([NH:8][C:9](=[O:18])[O:10][CH2:11][C:12]1[CH:13]=[CH:14][CH:15]=[CH:16][CH:17]=1)[CH:3]=2)=[O:10]. Procedure: A slurry of benzyl 3-aminophenylcarbamate (8.0 g, 0.033 mol) and 2-dimethylaminomethylene-1,3-bis(dimethylimmonio)propane bis(tetrafluoroborate) (31 g, 0.087 mol) in ethanol (400 mL) was heated at reflux for 24 h. The solution was concentrated under vacuum and the residue was dissolved in THF (200 mL) and 1N HCl (200 mL). The reation mixture was stirred at rt overnight, then poured into a saturated solution of sodium bicarbonate (200 mL), and extracted with EtOAc (2×). The combined organic layer... The reactants are NC=1C=C(C=CC1N)C1=CC=C(C=C1)[C@H](C)N1C(O[C@](CC1)(C1=CC=CC=C1)CC(C)(C)O)=O (3-[(S)-1-(3′,4′-Diamino-biphenyl-4-yl)-ethyl]-(S)-6-(2-hydroxy-2-methyl-propyl)-6-phenyl-[1,3]oxazinan-2-one), C(C)(=O)O (acetic acid). Conditions: temperature 150 celsius, time 30 minute. Yields the product OC(C[C@@]1(CCN(C(O1)=O)[C@@H](C)C1=CC=C(C=C1)C1=CC2=C(N=C(N2)C)C=C1)C1=CC=CC=C1)(C)C ((S)-6-(2-Hydroxy-2-methyl-propyl)-3-{(S)-1-[4-(2-methyl-3H-benzoimidazol-5-yl)-phenyl]-ethyl}-6-phenyl-[1,3]oxazinan-2-one). As a reaction SMILES: [NH2:1][C:2]1[CH:3]=[C:4]([C:9]2[CH:14]=[CH:13][C:12]([C@@H:15]([N:17]3[CH2:22][CH2:21][C@:20]([CH2:29][C:30]([OH:33])([CH3:32])[CH3:31])([C:23]4[CH:28]=[CH:27][CH:26]=[CH:25][CH:24]=4)[O:19][C:18]3=[O:34])[CH3:16])=[CH:11][CH:10]=2)[CH:5]=[CH:6][C:7]=1[NH2:8].[C:35](O)(=O)[CH3:36]>>[OH:33][C:30]([CH3:31])([CH3:32])[CH2:29][C@@:20]1([C:23]2[CH:24]=[CH:25][CH:26]=[CH:27][CH:28]=2)[O:19][C:18](=[O:34])[N:17]([C@H:15]([C:12]2[CH:11]=[CH:10][C:9]([C:4]3[CH:5]=[CH:6][C:7]4[N:8]=[C:35]([CH3:36])[NH:1][C:2]=4[CH:3]=3)=[CH:14][CH:13]=2)[CH3:16])[CH2:22][CH2:21]1. Reported procedure: 3-[(S)-1-(3′,4′-Diamino-biphenyl-4-yl)-ethyl]-(S)-6-(2-hydroxy-2-methyl-propyl)-6-phenyl-[1,3]oxazinan-2-one (120 mg) taken up in acetic acid (2 mL) was stirred under microwave irradiation at 150° C. for 30 min. After cooling to ambient temperature, the mixture was concentrated under reduced pressure and the residue was purified by HPLC on reversed phase (MeCN/H2O) to afford the title compound. Starting materials: C(C)SCC(C)(O)C=1N(C2=CC(=C(C=C2C1)C#N)C(F)(F)F)S(=O)(=O)C (2-(2-ethylsulfanyl-1-hydroxy-1-methyl-ethyl )-1-methanesulfonyl-6-trifluoromethyl-1H-indole-5-carbonitrile), [OH-].[Na+] (sodium hydroxide). Product: C(C)SCC(C)(O)C=1NC2=CC(=C(C=C2C1)C#N)C(F)(F)F (2-(2-Ethylsulfanyl-1-hydroxy-1-methyl-ethyl)-6-trifluoromethyl-1H-indole-5-carbonitrile). RXN SMILES: [CH2:1]([S:3][CH2:4][C:5]([C:8]1[N:9](S(C)(=O)=O)[C:10]2[C:15]([CH:16]=1)=[CH:14][C:13]([C:17]#[N:18])=[C:12]([C:19]([F:22])([F:21])[F:20])[CH:11]=2)([OH:7])[CH3:6])[CH3:2].[OH-].[Na+]>>[CH2:1]([S:3][CH2:4][C:5]([C:8]1[NH:9][C:10]2[C:15]([CH:16]=1)=[CH:14][C:13]([C:17]#[N:18])=[C:12]([C:19]([F:21])([F:20])[F:22])[CH:11]=2)([OH:7])[CH3:6])[CH3:2] |f:1.2|. Procedure: This compound was prepared using the general de-protection procedure as describe in General Procedures Example B, reacting 2-(2-ethylsulfanyl-1-hydroxy-1-methyl-ethyl )-1-methanesulfonyl-6-trifluoromethyl-1H-indole-5-carbonitrile (219 mg, 0.54 mmol) and using 4M sodium hydroxide (0.40 mL, 1.62 mmol) as the base, to yield the title compound as a white solid. Reactants: ClC=1C=CC(=C(C(=O)N(CCC2=CC(=CC=C2)C(F)(F)F)CC2=CC=C(C=C2)C2CC2)C1)N(C(C(F)(F)F)=O)C (5-chloro-N-(4-cyclopropyl-benzyl)-2-[methyl-(2,2,2-trifluoro-acetyl)-amino]-N-[2-(3-trifluoromethyl-phenyl)-ethyl]-benzamide), [OH-].[Na+] (NaOH). Run in CO (methanol). Product: ClC=1C=CC(=C(C(=O)N(CCC2=CC(=CC=C2)C(F)(F)F)CC2=CC=C(C=C2)C2CC2)C1)NC (5-chloro-N-(4-cyclopropyl-benzyl)-2-methylamino-N-[2-(3-trifluoromethyl-phenyl)-ethyl]-benzamide). Isolated yield 95.8%. As a reaction SMILES: [Cl:1][C:2]1[CH:3]=[CH:4][C:5]([N:33](C)[C:34](=O)C(F)(F)F)=[C:6]([CH:32]=1)[C:7]([N:9]([CH2:22][C:23]1[CH:28]=[CH:27][C:26]([CH:29]2[CH2:31][CH2:30]2)=[CH:25][CH:24]=1)[CH2:10][CH2:11][C:12]1[CH:17]=[CH:16][CH:15]=[C:14]([C:18]([F:21])([F:20])[F:19])[CH:13]=1)=[O:8].[OH-].[Na+]>CO>[Cl:1][C:2]1[CH:3]=[CH:4][C:5]([NH:33][CH3:34])=[C:6]([CH:32]=1)[C:7]([N:9]([CH2:22][C:23]1[CH:24]=[CH:25][C:26]([CH:29]2[CH2:31][CH2:30]2)=[CH:27][CH:28]=1)[CH2:10][CH2:11][C:12]1[CH:17]=[CH:16][CH:15]=[C:14]([C:18]([F:20])([F:21])[F:19])[CH:13]=1)=[O:8] |f:1.2|. Procedure: 35 mg of 5-chloro-N-(4-cyclopropyl-benzyl)-2-[methyl-(2,2,2-trifluoro-acetyl)-amino]-N-[2-(3-trifluoromethyl-phenyl)-ethyl]-benzamide were dissolved in 1 ml methanol and 0.06 ml 1N aqueous NaOH and heated to 55° C. for 5 hours. The mixture was then concentrated in vacuo, diluted with ethyl acetate and washed with water and brine. The organic phase was dried over magnesium sulfate, filtered off and concentrated in vacuo, to give 28 mg (96%) 5-chloro-N-(4-cyclopropyl-benzyl)-2-methylamino-N-[2-(3-... Starting materials: CCN(CC)CCC(=O)CCCc1cccc(OC)c1, C=CC(=O)CCCc1cccc(OC)c1, CC(C)C1C(=O)CCC1=O. Yields the product COc1cccc(CCCC(=O)CCC2(C(C)C)C(=O)CCC2=O)c1. Reaction SMILES: [CH2:1]([N:2]([CH2:3][CH3:19])[CH2:4][CH2:5][C:6]([CH2:7][CH2:8][CH2:9][c:10]1[cH:11][c:12]([O:16][CH3:17])[cH:13][cH:14][cH:15]1)=[O:18])[CH3:20].[CH3:21][O:22][c:23]1[cH:24][c:25]([CH2:26][CH2:27][CH2:28][C:29](=[O:30])[CH:31]=[CH2:32])[cH:33][cH:34][cH:35]1.[CH:36]([CH3:37])([CH3:38])[CH:39]1[C:40](=[O:45])[CH2:41][CH2:42][C:43]1=[O:44]>>[CH2:4]([CH2:5][C:6]([CH2:7][CH2:8][CH2:9][c:10]1[cH:11][c:12]([O:16][CH3:17])[cH:13][cH:14][cH:15]1)=[O:18])[C:39]1([CH:36]([CH3:37])[CH3:38])[C:40](=[O:45])[CH2:41][CH2:42][C:43]1=[O:44]. The reactants are ClC1=CC=C(C=O)C=C1 (4-chlorobenzaldehyde), polyphosphoric acid, O=P12OP3(=O)OP(=O)(O1)OP(=O)(O2)O3 (phosphorus pentoxide), ClC1=CC=C(C=O)C=C1 (4-chlorobenzaldehyde), C(#N)C(CCN1CCN(CC1)C)C1=CC=CC=C1 (1-cyano-1-phenyl-3-(1-methyl-piperazine-4-yl)-propane), N (ammonia). Solvent: O (water). Conditions: temperature 80 celsius. Product: ClC1=CC=C(C=C1)C1NC(C(C2=CC=CC=C12)CCN1CCN(CC1)C)=O (1-(4-chlorophenyl)-4-[2-(1-methyl-piperazine-4-yl)-ethyl]-1,4-dihydro-2H-isoquinoline-3-one). RXN SMILES: [O:1]=P12OP3(OP(OP(O3)(O1)=O)(=O)O2)=O.[C:15]([CH:17]([C:27]1[CH:32]=[CH:31][CH:30]=[CH:29][CH:28]=1)[CH2:18][CH2:19][N:20]1[CH2:25][CH2:24][N:23]([CH3:26])[CH2:22][CH2:21]1)#[N:16].[Cl:33][C:34]1[CH:41]=[CH:40][C:37]([CH:38]=O)=[CH:36][CH:35]=1.N>O>[Cl:33][C:34]1[CH:41]=[CH:40][C:37]([CH:38]2[C:28]3[C:27](=[CH:32][CH:31]=[CH:30][CH:29]=3)[CH:17]([CH2:18][CH2:19][N:20]3[CH2:21][CH2:22][N:23]([CH3:26])[CH2:24][CH2:25]3)[C:15](=[O:1])[NH:16]2)=[CH:36][CH:35]=1. Reported procedure: 50 ml of 85 % polyphosphoric acid and 50 g of phosphorus pentoxide were mixed and 0.1 mole of 1-cyano-1-phenyl-3-(1-methyl-piperazine-4-yl)-propane was added. The reaction mixture was heated to 80°C and 0.04 mole of 4-chlorobenzaldehyde was added. The whole was heated for 1 hour to 100°C and 0.04 mole of 4-chlorobenzaldehyde was added. After a further hour at 100°C the mixture was poured into 1 liter of water and the pH value was adjusted to 10 by means of concentrated ammonia. The crystal magma...